Dataset: the Open Reaction Database (ORD), a public repository of structured organic reaction records. Task: describe an organic reaction: reactants, conditions, products, and yield Reactants: Cc1cnc(Cl)nc1C, Cc1ccc(COC(=O)N2CCC(CN)CC2)cc1. The product is Cc1ccc(COC(=O)N2CCC(CNc3ncc(C)c(C)n3)CC2)cc1. RXN SMILES: [Cl:1][c:2]1[n:3][cH:4][c:5]([CH3:9])[c:6]([CH3:8])[n:7]1.[NH2:10][CH2:11][CH:12]1[CH2:13][CH2:14][N:15]([C:18](=[O:19])[O:20][CH2:21][c:22]2[cH:23][cH:24][c:25]([CH3:28])[cH:26][cH:27]2)[CH2:16][CH2:17]1>>[c:2]1([NH:10][CH2:11][CH:12]2[CH2:13][CH2:14][N:15]([C:18](=[O:19])[O:20][CH2:21][c:22]3[cH:23][cH:24][c:25]([CH3:28])[cH:26][cH:27]3)[CH2:16][CH2:17]2)[n:3][cH:4][c:5]([CH3:9])[c:6]([CH3:8])[n:7]1. The reactants are 2.2, Cl.CN(CCCN=C=NCC)C (N-(3-dimethylaminopropyl)-N′-ethylcarbodiimide hydrochloride), ClC1=CC=C(C=C1)NC(=O)N1COC[C@@H]1C(=O)O ((R)-3-(4-chlorophenylcarbamoyl)oxazolidine-4-carboxylic acid), NC1=CC=C(C=C1)N1C(COCC1)=O (4-(4-aminophenyl)morpholin-3-one), C(O)([O-])=O.[Na+] (sodium hydrogencarbonate). Solvent: CN(C=O)C (dimethylformamide). Reaction conditions: time 18 hour. The product is ClC1=CC=C(C=C1)NC(=O)N1COC[C@@H]1C(=O)NC1=CC=C(C=C1)N1C(COCC1)=O (3-N-[(4-chlorophenyl)]4-N-{[4-(3-oxomorpholin-4-yl)phenyl]}-(R)-oxazolidine-3,4-dicarboxamide). Reaction SMILES: Cl.CN(C)CCCN=C=NCC.[Cl:13][C:14]1[CH:19]=[CH:18][C:17]([NH:20][C:21]([N:23]2[C@@H:27]([C:28]([OH:30])=O)[CH2:26][O:25][CH2:24]2)=[O:22])=[CH:16][CH:15]=1.[NH2:31][C:32]1[CH:37]=[CH:36][C:35]([N:38]2[CH2:43][CH2:42][O:41][CH2:40][C:39]2=[O:44])=[CH:34][CH:33]=1.C(=O)([O-])O.[Na+]>CN(C)C=O>[Cl:13][C:14]1[CH:15]=[CH:16][C:17]([NH:20][C:21]([N:23]2[C@@H:27]([C:28]([NH:31][C:32]3[CH:33]=[CH:34][C:35]([N:38]4[CH2:43][CH2:42][O:41][CH2:40][C:39]4=[O:44])=[CH:36][CH:37]=3)=[O:30])[CH2:26][O:25][CH2:24]2)=[O:22])=[CH:18][CH:19]=1 |f:0.1,4.5|. Reported procedure: 2.2 498 mg (2.60 mmol) of N-(3-dimethylaminopropyl)-N′-ethylcarbodiimide hydrochloride (DAPECI) are added to a solution of 541 mg (2.00 mmol) of (R)-3-(4-chlorophenylcarbamoyl)oxazolidine-4-carboxylic acid and 384 mg (2.00 mmol) of 4-(4-aminophenyl)morpholin-3-one in 4 ml of dimethylformamide (DMF), and the mixture is stirred at room temperature for 18 hours. The reaction mixture is added to saturated sodium hydrogencarbonate solution, and the precipitate formed is filtered off, giving 3-N-[(4-c... Reactants: NC=1C=CC2=C(B(OC2)O)C1 (6-amino-3H-benzo[c][1,2]oxaborol-1-ol), CN1CCOCC1 (NMM), C(#N)C1=C(C=CC(=C1)[N+](=O)[O-])S(=O)(=O)Cl (2-cyano-4-nitrobenzene-1-sulfonyl chloride). The solvent is CC#N (MeCN). Reaction conditions: time 8 hour. Product: A-H2O, C(#N)C1=C(C=CC(=C1)[N+](=O)[O-])S(=O)(=O)NC=1C=CC2=C(B(OC2)O)C1 (2-Cyano-N-(1-hydroxy-1,3-dihydrobenzo[c][1,2]oxaborol-6-yl)-4-nitrobenzenesulfonamide). Isolated yield 27.8%. As a reaction SMILES: [NH2:1][C:2]1[CH:3]=[CH:4][C:5]2[CH2:9][O:8][B:7]([OH:10])[C:6]=2[CH:11]=1.CN1CCOCC1.[C:19]([C:21]1[CH:26]=[C:25]([N+:27]([O-:29])=[O:28])[CH:24]=[CH:23][C:22]=1[S:30](Cl)(=[O:32])=[O:31])#[N:20]>CC#N>[C:19]([C:21]1[CH:26]=[C:25]([N+:27]([O-:29])=[O:28])[CH:24]=[CH:23][C:22]=1[S:30]([NH:1][C:2]1[CH:3]=[CH:4][C:5]2[CH2:9][O:8][B:7]([OH:10])[C:6]=2[CH:11]=1)(=[O:32])=[O:31])#[N:20]. Procedure: To a solution of 6-amino-3H-benzo[c][1,2]oxaborol-1-ol (2.98 g, 20 mmol) and NMM in MeCN (150 ml) was added 2-cyano-4-nitrobenzene-1-sulfonyl chloride (5.423 g, 22 mmol) at 0° C., then the solution was stirred at room temperature for overnight. The mixture was concentrated in vacuo at room temperature, and DCM and water was added to the residue. The organic layer was dried over Na2SO4 and concentrated to give the crude product. It was purified by prep. HPLC (column: Luna 300×50.0 mm, 10 u; liqui... Starting materials: IC1=CC=C(C=C1)N (4-iodobenzenamine), C1=CC=CC=2C3=CC=CC=C3NC12 (carbazole). The reagents and catalysts are [Cu-]=O (copper (I) oxide). Solvent: O(C1=CC=CC=C1)C1=CC=CC=C1 (1-phenoxybenzene). Conditions: temperature 190 celsius. The product is C1=CC=CC=2C3=CC=CC=C3N(C12)C1=CC=C(C=C1)N (4-(9H-carbazol-9-yl)benzenamine). Reaction SMILES: I[C:2]1[CH:7]=[CH:6][C:5]([NH2:8])=[CH:4][CH:3]=1.[CH:9]1[C:21]2[NH:20][C:19]3[C:14](=[CH:15][CH:16]=[CH:17][CH:18]=3)[C:13]=2[CH:12]=[CH:11][CH:10]=1>O(C1C=CC=CC=1)C1C=CC=CC=1.[Cu-]=O>[CH:18]1[C:19]2[N:20]([C:2]3[CH:7]=[CH:6][C:5]([NH2:8])=[CH:4][CH:3]=3)[C:21]3[C:13](=[CH:12][CH:11]=[CH:10][CH:9]=3)[C:14]=2[CH:15]=[CH:16][CH:17]=1. Reported procedure: 4-(9H-carbazol-9-yl)benzenamine (A) was prepared through the Ullmann Reaction following the procedures reported in the literature (Macromolecules 2004, 37, 5531-5537). A mixture of 4-iodobenzenamine (2.19 g, 10 mmol), copper (I) oxide (2.18 g, 20 mmol) and carbazole (3.35 g, 20 mmol) in 40 ml 1-phenoxybenzene was heated to 190° C. in an oil bath for 24 h under N2 atmosphere. The reaction mixture was cooled to room temperature and then filtered by fast silica gel column to remove excess copper co... Reactants: C(C)(C)(C)C1=NC=C(C(=N1)Cl)C(=O)N([C@H]1C[C@H](CN(C1)C(=O)OC(C)(C)C)C(=O)OC)CC(C)C (1-tert-Butyl 3-methyl (3R*,5S*)-5-{[(2-tert-butyl-4-chloropyrimidin-5-yl)carbonyl](2-methylpropyl)amino}piperidine-1,3-dicarboxylate), C(C)(C)N(CC)C(C)C (diisopropylethylamine), COCCCN (3-methoxypropan-1-amine). Solvent: CN(C=O)C (N,N-dimethylformamide). Reaction conditions: temperature 80 celsius, time 30 minute. Product: C(C)(C)(C)C1=NC=C(C(=N1)NCCCOC)C(=O)N([C@H]1C[C@H](CN(C1)C(=O)OC(C)(C)C)C(=O)OC)CC(C)C (1-tert-butyl 3-methyl (3R*,5S*)-5-[({2-tert-butyl-4-[(3-methoxypropyl)amino]pyrimidin-5-yl}carbonyl)(2-methylpropyl)amino]piperidine-1,3-dicarboxylate). Reaction SMILES: [C:1]([C:5]1[N:10]=[C:9](Cl)[C:8]([C:12]([N:14]([CH2:32][CH:33]([CH3:35])[CH3:34])[C@@H:15]2[CH2:20][N:19]([C:21]([O:23][C:24]([CH3:27])([CH3:26])[CH3:25])=[O:22])[CH2:18][C@H:17]([C:28]([O:30][CH3:31])=[O:29])[CH2:16]2)=[O:13])=[CH:7][N:6]=1)([CH3:4])([CH3:3])[CH3:2].C(N(C(C)C)CC)(C)C.[CH3:45][O:46][CH2:47][CH2:48][CH2:49][NH2:50]>CN(C)C=O>[C:1]([C:5]1[N:10]=[C:9]([NH:50][CH2:49][CH2:48][CH2:47][O:46][CH3:45])[C:8]([C:12]([N:14]([CH2:32][CH:33]([CH3:35])[CH3:34])[C@@H:15]2[CH2:20][N:19]([C:21]([O:23][C:24]([CH3:27])([CH3:26])[CH3:25])=[O:22])[CH2:18][C@H:17]([C:28]([O:30][CH3:31])=[O:29])[CH2:16]2)=[O:13])=[CH:7][N:6]=1)([CH3:4])([CH3:3])[CH3:2]. Procedure: 1-tert-Butyl 3-methyl (3R*,5S*)-5-{[(2-tert-butyl-4-chloropyrimidin-5-yl)carbonyl](2-methylpropyl)amino}piperidine-1,3-dicarboxylate (2.46 g) and diisopropylethylamine (1.38 ml) were dissolved in N,N-dimethylformamide (50 ml), 3-methoxypropan-1-amine (990 μl) was added and the mixture was stirred at 80° C. for 30 min. The reaction mixture was concentrated under reduced pressure, saturated aqueous sodium hydrogen carbonate was added, and the mixture was extracted with ethyl acetate. The extract w... The reactants are N[C@H](CO)C[C@@H]1COCCC1 ((5)-2-amino-3-((R)-tetrahydro-2H-pyran-3-yl)propan-1-ol), C(=O)([O-])[O-].[K+].[K+] (K2CO3), C(=O)(OCC1=CC=CC=C1)Cl (CbzCl). The solvent is O1CCOCC1 (dioxane), O (water). Product: OC[C@H](C[C@@H]1COCCC1)NC(OCC1=CC=CC=C1)=O (benzyl (5)-1-hydroxy-3-((R)-tetrahydro-2H-pyran-3-yl)propan-2-ylcarbamate). Yield: 28.4%. Reaction SMILES: [NH2:1][C@@H:2]([CH2:5][C@H:6]1[CH2:11][CH2:10][CH2:9][O:8][CH2:7]1)[CH2:3][OH:4].C([O-])([O-])=O.[K+].[K+].[C:18](Cl)([O:20][CH2:21][C:22]1[CH:27]=[CH:26][CH:25]=[CH:24][CH:23]=1)=[O:19]>O1CCOCC1.O>[OH:4][CH2:3][C@@H:2]([NH:1][C:18](=[O:19])[O:20][CH2:21][C:22]1[CH:27]=[CH:26][CH:25]=[CH:24][CH:23]=1)[CH2:5][C@H:6]1[CH2:11][CH2:10][CH2:9][O:8][CH2:7]1 |f:1.2.3|. Procedure: To a solution of (5)-2-amino-3-((R)-tetrahydro-2H-pyran-3-yl)propan-1-ol (50 g, 312.5 mmol) and K2CO3 (129.375 g, 937.5 mmol) in dioxane (250 mL) and water (250 mL) at 0° C. was added CbzCl (106.6 g, 625 mmol) dropwise. The reaction mixture was stirred at room temperature until the staring material disappeared. The organic solvent was distilled and the residue was dissolved in AcOEt (200 mL). The organic phase was separated and the water was extracted with AcOEt (3×100 ml). The combined organic ... The reactants are BrC1=NN(C(=C1[N+](=O)[O-])Br)C (3,5-dibromo-1-methyl-4-nitropyrazole), C(C1=CC=CC=C1)N (benzylamine), O (water). Solvent: C(C)O (ethanol). Yield: 80.6%. Procedure details: 2 g (7.02 mmoles) of 3,5-dibromo-1-methyl-4-nitropyrazole are heated in a solution of 11 g (0.1 mole) of benzylamine in 50 ml ethanol for 10 hours at boiling temperature. After cooling, the reaction mixture is poured on 100 ml water, the separated product is filtered and washed with water (20 ml). After vacuum drying, 1.76 g (81 percent of theory) of 5-benzylamino-3-bromo-1-methyl-4-nitropyrazole are obtained in the form of yellow needles with a melting point of 133° C. Yields the product C(C1=CC=CC=C1)NC1=C(C(=NN1C)Br)[N+](=O)[O-] (5-benzylamino-3-bromo-1-methyl-4-nitropyrazole). As a reaction SMILES: [Br:1][C:2]1[C:6]([N+:7]([O-:9])=[O:8])=[C:5](Br)[N:4]([CH3:11])[N:3]=1.[CH2:12]([NH2:19])[C:13]1[CH:18]=[CH:17][CH:16]=[CH:15][CH:14]=1.O>C(O)C>[CH2:12]([NH:19][C:5]1[N:4]([CH3:11])[N:3]=[C:2]([Br:1])[C:6]=1[N+:7]([O-:9])=[O:8])[C:13]1[CH:18]=[CH:17][CH:16]=[CH:15][CH:14]=1. Reactants: ClC1=NC=CC(=C1)C=1C(=NN(C1)C(C)CC)C=1SC(=CC1)Cl (2-chloro-4-[1-sec-butyl-3-(5-chloro-2-thienyl)-1H-pyrazol-4-yl]pyridine), tetrakistriphenylphosphine palladium, CN(C=O)C (N,N-dimethylformamide). Reagents/catalysts: [C-]#N.[Zn+2].[C-]#N (zinc cyanide). Conditions: temperature 120 celsius, time 10 minute. Product: C(#N)C1=NC=CC(=C1)C=1C(=NN(C1)C(C)CC)C=1SC(=CC1)Cl (2-cyano-4-[1-sec-butyl-3-(5-chloro-2-thienyl)-1H-pyrazol-4-yl]pyridine). Isolated yield 55.0%. RXN SMILES: Cl[C:2]1[CH:7]=[C:6]([C:8]2[C:9]([C:17]3[S:18][C:19]([Cl:22])=[CH:20][CH:21]=3)=[N:10][N:11]([CH:13]([CH2:15][CH3:16])[CH3:14])[CH:12]=2)[CH:5]=[CH:4][N:3]=1.[CH3:23][N:24](C)C=O>[C-]#N.[Zn+2].[C-]#N>[C:23]([C:2]1[CH:7]=[C:6]([C:8]2[C:9]([C:17]3[S:18][C:19]([Cl:22])=[CH:20][CH:21]=3)=[N:10][N:11]([CH:13]([CH2:15][CH3:16])[CH3:14])[CH:12]=2)[CH:5]=[CH:4][N:3]=1)#[N:24] |f:2.3.4|. Procedure: To a solution of 2-chloro-4-[1-sec-butyl-3-(5-chloro-2-thienyl)-1H-pyrazol-4-yl]pyridine (0.28 mmol) in 1 mL of N,N-dimethylformamide was added zinc cyanide (0.14 mmol) and tetrakistriphenylphosphine palladium (O) (0.057 mmol). The resulting mixture was stirred in the microwave for 10 min at 120° C. After cooling to room temperature, the mixture was filtered and purified by preparative HPLC (column: Waters Sunfire C18, eluent:water/methanol/0.1% formic acid) to afford 56.7 mg of 2-cyano-4-[1-sec... The reactants are NC1=CC=C(C=C1)N1N=C(CC1=O)C (2-(4-aminophenyl)-5-methyl-2,4-dihydro-3-pyrazolone), FC(C(=O)OC(C(F)(F)F)=O)(F)F (trifluoroacetic anhydride). The product is CC1=NN(C(C1)=O)C1=CC=C(C=C1)NC(C)=O (N-(4-(4,5-dihydro-3-methyl-5-oxo-1H-pyrazol-1-yl)phenyl)acetamide). Isolated yield 65.0%. Reaction SMILES: [NH2:1][C:2]1[CH:7]=[CH:6][C:5]([N:8]2[C:12](=[O:13])[CH2:11][C:10]([CH3:14])=[N:9]2)=[CH:4][CH:3]=1.F[C:16](F)(F)[C:17](OC(=O)C(F)(F)F)=[O:18]>>[CH3:14][C:10]1[CH2:11][C:12](=[O:13])[N:8]([C:5]2[CH:4]=[CH:3][C:2]([NH:1][C:17](=[O:18])[CH3:16])=[CH:7][CH:6]=2)[N:9]=1. Reported procedure: Yield: 1.5 g of N-(4-(4,5-dihydro-3-methyl-5-oxo-1H-pyrazol-1-yl)phenyl)acetamide (65% of theory), oil obtained analogously from 2-(4-aminophenyl)-5-methyl-2,4-dihydro-3-pyrazolone and trifluoroacetic anhydride is N-(4-(4,5-dihydro-3-methyl-5-oxo-1H-pyrazol-1-yl)-phenyl)trifluoroacetamide from 2-(3-aminophenyl)-5-methyl-2,4-dihydro-3-pyrazolone and trifluoroacetic anhydride is N-(3-(4,5-dihydro-3-methy-5-oxo-1H-pyrazol-1-yl)-phenyl)trifluoroacetamide from 2-(3-aminophenyl)-5-methyl-2,4-dihydro-3...